Dataset: the Open Reaction Database (ORD), a public repository of structured organic reaction records. Task: describe an organic reaction: reactants, conditions, products, and yield Reactants: C(C1=CC=CC=C1)OC1=CC=C2CCC(OC2=C1)C=COC (7-(benzyloxy)-2-[2-methoxyethenyl]-chroman), Cl(=O)(=O)(=O)O (perchloric acid), [NH4+].[OH-] (NH4OH). Solvent: C1CCOC1 (THF). Run at time 15 minute. Yields the product C(C1=CC=CC=C1)OC1=CC=C2CCC(OC2=C1)CC=O ([7-(Benzyloxy)-3,4-dihydro-2H-chromen-2-yl]acetaldehyde). Isolated yield 50.0%. RXN SMILES: [CH2:1]([O:8][C:9]1[CH:18]=[C:17]2[C:12]([CH2:13][CH2:14][CH:15]([CH:19]=[CH:20][O:21]C)[O:16]2)=[CH:11][CH:10]=1)[C:2]1[CH:7]=[CH:6][CH:5]=[CH:4][CH:3]=1.Cl(O)(=O)(=O)=O.[NH4+].[OH-]>C1COCC1>[CH2:1]([O:8][C:9]1[CH:18]=[C:17]2[C:12]([CH2:13][CH2:14][CH:15]([CH2:19][CH:20]=[O:21])[O:16]2)=[CH:11][CH:10]=1)[C:2]1[CH:3]=[CH:4][CH:5]=[CH:6][CH:7]=1 |f:2.3|. Procedure details: A solution of 7-(benzyloxy)-2-[2-methoxyethenyl]-chroman (1.0 g, 3.3 mmol) in THF is treated with perchloric acid (0.3 ml), stirred at room temperature for 15 minutes, poured into dilute NH4OH and extracted with ether. The combined extracts are dried over MgSO4 and concentrated in vacuo. The resultant residue is chromatographed (silica gel/20% EtOAc in hexanes as eluent) to give the title product as a colorless oil, 0.484 g (50% yield), identified by NMR and mass spectral analyses. Product: CCOC(=O)CN1N=C(C2CCCCC2)c2ccccc2N(CC(=O)C(C)(C)C)C1=O. Reaction SMILES: [CH2:40]([CH3:41])[O:42][C:43]([c:44]1[cH:45][c:46](-[c:47]2[cH:48][cH:49][cH:50][c:51]([NH2:52])[cH:53]2)[cH:54][cH:55][cH:56]1)=[O:57].[CH3:1][O:2][C:3](=[O:4])[c:5]1[cH:6][cH:7][cH:8][c:9]([NH:10][C:11]([CH2:12][N:13]2[C:14](=[O:37])[N:15]([CH2:30][C:31]([C:32]([CH3:33])([CH3:34])[CH3:35])=[O:36])[c:16]3[c:17]([cH:26][cH:27][cH:28][cH:29]3)[C:18]([CH:20]3[CH2:21][CH2:22][CH2:23][CH2:24][CH2:25]3)=[N:19]2)=[O:38])[cH:39]1>>[C:11]([CH2:12][N:13]1[C:14](=[O:37])[N:15]([CH2:30][C:31]([C:32]([CH3:33])([CH3:34])[CH3:35])=[O:36])[c:16]2[c:17]([cH:26][cH:27][cH:28][cH:29]2)[C:18]([CH:20]2[CH2:21][CH2:22][CH2:23][CH2:24][CH2:25]2)=[N:19]1)(=[O:38])[O:42][CH2:40][CH3:41]. Reactants: CCOC(=O)c1cccc(-c2cccc(N)c2)c1, COC(=O)c1cccc(NC(=O)CN2N=C(C3CCCCC3)c3ccccc3N(CC(=O)C(C)(C)C)C2=O)c1. The reactants are ClC(=O)OCC (ethyl chloroformate), [OH-].[Na+] (sodium hydroxide), CC1=C2C(=NC=3C=CC=CC13)CCNCC2 (1,2,4,5-tetrahydro-11-methyl-3H-azepino[4,5-b]quinoline), ice water. Run in C1=CC=CC=C1 (benzene), C1=CC=CC=C1 (benzene). The product is Cl.C(C)OC(=O)N1CCC2=NC=3C=CC=CC3C(=C2CC1)C (1,2,4,5-Tetrahydro-11-methyl-3-azepino[4,5-b]quinoline-carboxylic acid ethyl ester hydrochloride). RXN SMILES: [CH3:1][C:2]1[C:11]2[CH:10]=[CH:9][CH:8]=[CH:7][C:6]=2[N:5]=[C:4]2[CH2:12][CH2:13][NH:14][CH2:15][CH2:16][C:3]=12.[Cl:17][C:18]([O:20][CH2:21][CH3:22])=[O:19].[OH-].[Na+]>C1C=CC=CC=1>[ClH:17].[CH2:21]([O:20][C:18]([N:14]1[CH2:15][CH2:16][C:3]2[C:4](=[N:5][C:6]3[CH:7]=[CH:8][CH:9]=[CH:10][C:11]=3[C:2]=2[CH3:1])[CH2:12][CH2:13]1)=[O:19])[CH3:22] |f:2.3,5.6|. Reported procedure: 11 gm (51.7 millimols) of 1,2,4,5-tetrahydro-11-methyl-3H-azepino[4,5-b]quinoline were dissolved in 275 ml of hot benzene, and then a solution of 9.8 ml (103.4 millimols) of ethyl chloroformate in 70 ml of benzene were simultaneously added dropwise. After refluxing the resulting mixture for 2 hours, 150 ml of ice water were added to the cooled reaction mixture, and the aqueous mixture was made alkaline with 2 N sodium hydroxide. The benzene layer was separated and the aqueous layer was extracted...